Dataset: the Open Reaction Database (ORD), a public repository of structured organic reaction records. Task: describe an organic reaction: reactants, conditions, products, and yield Run in C1CCOC1.CO.O (THF MeOH H2O). Reported procedure: Synthesized following general saponification procedure using the following quantities: 19c (115 mg, 0.23 mmol); LiOH (6.7 mg, 0.28 mmol); THF/MeOH/H2O (4.5 ml: 1.5 ml: 1.5 ml); yielded 34 as a white solid (48 mg, 44.2%). 1H NMR (DMSO-d6, 400 MHz): δ 12.57 (s, 1H); 9.06-9.05 (d, 1H, J=1.92 Hz); 8.81-8.79 (d, 1H, J=7.8 Hz); 7.93-7.91 (d, 2H, J=8.4 Hz); 7.76 (s, 1H); 7.55-7.53 (d, 2H, J=8.4 Hz); 7.45-7.44 (d, 1H, 1.8 Hz); 4.98-4.93 (q, 1H); 4.25 (s, 1H): 3.66-3.65 (d, 1H, J=1.8 Hz); 3.42-3.41 (d, 1... Reactants: C(#C)C1=CC=C(C=C1)C=1N=C(SC1)NC([C@H](CC=1N=CSC1)NC(=O)[C@@H]1[C@H](O1)C(=O)OCC)=O ((2S,3S)-ethyl 3-((S)-1-(4-(4-ethynylphenyl)thiazol-2-ylamino)-1-oxo-3-(thiazol-4-yl)propan-2-ylcarbamoyl)oxirane-2-carboxylate), [Li+].[OH-] (LiOH). The product is C(#C)C1=CC=C(C=C1)C=1N=C(SC1)NC([C@H](CC=1N=CSC1)NC(=O)[C@@H]1[C@H](O1)C(=O)O)=O ((2S,3S)-3-((S)-1-(4-(4-ethynylphenyl)thiazol-2-ylamino)-1-oxo-3-(thiazol-4-yl)propan-2-ylcarbamoyl)oxirane-2-carboxylic acid). As a reaction SMILES: [C:1]([C:3]1[CH:8]=[CH:7][C:6]([C:9]2[N:10]=[C:11]([NH:14][C:15](=[O:34])[C@@H:16]([NH:23][C:24]([C@H:26]3[O:28][C@@H:27]3[C:29]([O:31]CC)=[O:30])=[O:25])[CH2:17][C:18]3[N:19]=[CH:20][S:21][CH:22]=3)[S:12][CH:13]=2)=[CH:5][CH:4]=1)#[CH:2].[Li+].[OH-]>C1COCC1.CO.O>[C:1]([C:3]1[CH:4]=[CH:5][C:6]([C:9]2[N:10]=[C:11]([NH:14][C:15](=[O:34])[C@@H:16]([NH:23][C:24]([C@H:26]3[O:28][C@@H:27]3[C:29]([OH:31])=[O:30])=[O:25])[CH2:17][C:18]3[N:19]=[CH:20][S:21][CH:22]=3)[S:12][CH:13]=2)=[CH:7][CH:8]=1)#[CH:2] |f:1.2,3.4.5|. The yield is 44.5%. Starting materials: NCCCCC1=NC=CC=C1 (2-(4-Aminobutyl)pyridine), [N+](=O)([O-])C=C(SC)SC (1-nitro-2,2-bis-methylthio-ethylene). Run in N1=CC=CC=C1 (pyridine). The product is [N+](=O)([O-])C=C(NCCCCC1=NC=CC=C1)SC (1-nitro-2-methylthio-2-[4-(2-pyridyl)butylamino]ethylene). RXN SMILES: [NH2:1][CH2:2][CH2:3][CH2:4][CH2:5][C:6]1[CH:11]=[CH:10][CH:9]=[CH:8][N:7]=1.[N+:12]([CH:15]=[C:16](SC)[S:17][CH3:18])([O-:14])=[O:13]>N1C=CC=CC=1>[N+:12]([CH:15]=[C:16]([S:17][CH3:18])[NH:1][CH2:2][CH2:3][CH2:4][CH2:5][C:6]1[CH:11]=[CH:10][CH:9]=[CH:8][N:7]=1)([O-:14])=[O:13]. Reported procedure: 2-(4-Aminobutyl)pyridine was reacted with 1-nitro-2,2-bis-methylthio-ethylene in pyridine at 60° for 3.5 hours. Concentration of the reaction mixture and crystallisation yielded 1-nitro-2-methylthio-2-[4-(2-pyridyl)butylamino]ethylene, m.p. 78°. RXN SMILES: [CH3:30][OH:31].[NH2:3][c:4]1[cH:5][c:6](-[c:10]2[cH:11][cH:12][n:13]3[c:14](=[O:29])[c:15]([C:24](=[O:25])[O:26][CH2:27][CH3:28])[cH:16][c:17]([CH:21]4[CH2:22][CH2:23]4)[c:18]3[c:19]2[CH3:20])[cH:7][cH:8][cH:9]1.[Na+:2].[OH-:1]>>[NH2:3][c:4]1[cH:5][c:6](-[c:10]2[cH:11][cH:12][n:13]3[c:14](=[O:29])[c:15]([C:24](=[O:25])[OH:26])[cH:16][c:17]([CH:21]4[CH2:22][CH2:23]4)[c:18]3[c:19]2[CH3:20])[cH:7][cH:8][cH:9]1. Starting materials: CO, CCOC(=O)c1cc(C2CC2)c2c(C)c(-c3cccc(N)c3)ccn2c1=O, [Na+], [OH-]. The product is Cc1c(-c2cccc(N)c2)ccn2c(=O)c(C(=O)O)cc(C3CC3)c12. Reactants: O=Cc1ccccc1Br, CCOC(=O)C=P(c1ccccc1)(c1ccccc1)c1ccccc1, ClCCl. Yields the product CCOC(=O)C=Cc1ccccc1Br. As a reaction SMILES: [Br:26][c:27]1[c:28]([CH:29]=[O:30])[cH:31][cH:32][cH:33][cH:34]1.[C:1](=[O:2])([O:3][CH2:4][CH3:5])[CH:6]=[P:7]([c:8]1[cH:9][cH:10][cH:11][cH:12][cH:13]1)([c:14]1[cH:15][cH:16][cH:17][cH:18][cH:19]1)[c:20]1[cH:21][cH:22][cH:23][cH:24][cH:25]1.[CH2:35]([Cl:36])[Cl:37]>>[C:1](=[O:2])([O:3][CH2:4][CH3:5])[CH:6]=[CH:29][c:28]1[c:27]([Br:26])[cH:34][cH:33][cH:32][cH:31]1. The reactants are [NH4+].[Cl-] (NH4Cl), C1(CC1)\C=N\S(=O)C(C)(C)C (N-[(1E)-Cyclopropylmethylene]-2-methylpropane-2-sulfinamide), C[N+](C)(C)C.[F-] (TMAF), [Si](C)(C)(C)C(F)(F)F (TMSCF3). Run in C1CCOC1 (THF). Conditions: temperature -55 celsius. The product is C1(CC1)[C@H](C(F)(F)F)NS(=O)C(C)(C)C (N-[(1R)-1-Cyclopropyl-2,2,2-trifluoroethyl]-2-methylpropane-2-sulfinamide). Reaction SMILES: [CH:1]1(/[CH:4]=[N:5]/[S:6]([C:8]([CH3:11])([CH3:10])[CH3:9])=[O:7])[CH2:3][CH2:2]1.C[N+](C)(C)C.[F-].[Si]([C:22]([F:25])([F:24])[F:23])(C)(C)C.[NH4+].[Cl-]>C1COCC1>[CH:1]1([C@@H:4]([NH:5][S:6]([C:8]([CH3:11])([CH3:10])[CH3:9])=[O:7])[C:22]([F:25])([F:24])[F:23])[CH2:2][CH2:3]1 |f:1.2,4.5|. Reported procedure: N-[(1E)-Cyclopropylmethylene]-2-methylpropane-2-sulfinamide ((S), 10.0 g, 57.7 mmol) and TMAF (6.45 g, 69.3 mmol) were placed in a flask and dissolved in THF (290 mL). The flask was purged with N2. The solution was cooled to −55° C. and a solution of TMSCF3 (13.53 ml, 87 mmol in 430 mL of THF) was added via syringe slowly. The mixture was stirred at −55° C. until the reaction was complete. The solution was warmed to −10° C. and treated with sat. NH4Cl (10 mL). The mixture was extracted with EtOA... The reactants are ClCCl, COc1ccc(C(C)(C)C)cc1, O=S(=O)(O)Cl, O. Yields the product COc1ccc(C(C)(C)C)cc1S(=O)(=O)Cl. RXN SMILES: [CH2:19]([Cl:20])[Cl:21].[CH3:1][C:2]([CH3:3])([CH3:4])[c:5]1[cH:6][cH:7][c:8]([O:11][CH3:12])[cH:9][cH:10]1.[Cl:13][S:14](=[O:15])(=[O:16])[OH:17].[OH2:18]>>[CH3:1][C:2]([CH3:3])([CH3:4])[c:5]1[cH:6][cH:7][c:8]([O:11][CH3:12])[c:9]([S:14]([Cl:13])(=[O:15])=[O:16])[cH:10]1. The reactants are N(=[N+]=[N-])CC1CC=2C(=C3C(=C(C(NC3=C(C2)C)=O)C)C)O1 (2-Azidomethyl-5,8,9-trimethyl-2,3,6,7-tetrahydrofuro-[2,3-f]quinoline-7-one), [H][H] (hydrogen). The reagents and catalysts are [Pd] (palladium-on-carbon). Run in O1CCCC1 (tetrahydrofuran), CO (methanol). Yields the product NCC1CC=2C(=C3C(=C(C(NC3=C(C2)C)=O)C)C)O1 (2-Aminomethyl-5,8,9-trimethyl-2,3,6,7-tetrahydrofuro-[2,3-f]quinoline-7-one). The yield is 69.0%. As a reaction SMILES: [N:1]([CH2:4][CH:5]1[O:21][C:8]2=[C:9]3[C:14](=[C:15]([CH3:17])[CH:16]=[C:7]2[CH2:6]1)[NH:13][C:12](=[O:18])[C:11]([CH3:19])=[C:10]3[CH3:20])=[N+]=[N-].[H][H]>O1CCCC1.CO.[Pd]>[NH2:1][CH2:4][CH:5]1[O:21][C:8]2=[C:9]3[C:14](=[C:15]([CH3:17])[CH:16]=[C:7]2[CH2:6]1)[NH:13][C:12](=[O:18])[C:11]([CH3:19])=[C:10]3[CH3:20]. Procedure details: The compound obtained in Example 255 (1.05 g, 3.69 mmol) was dissolved in a solvent mixture of tetrahydrofuran (50 ml) and methanol (20 ml). To the solution, 10% palladium-on-carbon (1 g) was added, followed by stirring at 50° C. for 4 hours in the atmosphere of hydrogen. The catalyst was removed by filtration, and the catalyst was evaporated under reduced pressure. As a result, 658 mg of the title compound was obtained as colorless powder (69.1%). The obtained powder was dissolved in methanol (... Starting materials: C(#N)C1=CC=C(C=C1)C1=CC(=CC(=C1)C(F)(F)F)[C@@H](C)OCC1(CCN(CC1)C(=O)OC(C)(C)C)C1=CC=CC=C1 ((R)-tert-Butyl 4-((1-(4′-cyano-5-(trifluoromethyl)biphenyl-3-yl)ethoxy)methyl)-4-phenylpiperidine-1-carboxylate). Run in FC(C(=O)O)(F)F (trifluoroacetic acid). Reaction conditions: time 1 hour. Yields the product C1(=CC=CC=C1)C1(CCNCC1)CO[C@H](C)C=1C=C(C=C(C1)C(F)(F)F)C1=CC=C(C=C1)C#N ((R)-3′-(1-((4-phenylpiperidin-4-yl)methoxy)ethyl)-5′-(trifluoromethyl)biphenyl-4-carbonitrile). Reaction SMILES: [C:1]([C:3]1[CH:8]=[CH:7][C:6]([C:9]2[CH:14]=[C:13]([C:15]([F:18])([F:17])[F:16])[CH:12]=[C:11]([C@H:19]([O:21][CH2:22][C:23]3([C:36]4[CH:41]=[CH:40][CH:39]=[CH:38][CH:37]=4)[CH2:28][CH2:27][N:26](C(OC(C)(C)C)=O)[CH2:25][CH2:24]3)[CH3:20])[CH:10]=2)=[CH:5][CH:4]=1)#[N:2]>FC(F)(F)C(O)=O>[C:36]1([C:23]2([CH2:22][O:21][C@@H:19]([C:11]3[CH:10]=[C:9]([C:6]4[CH:5]=[CH:4][C:3]([C:1]#[N:2])=[CH:8][CH:7]=4)[CH:14]=[C:13]([C:15]([F:17])([F:18])[F:16])[CH:12]=3)[CH3:20])[CH2:28][CH2:27][NH:26][CH2:25][CH2:24]2)[CH:37]=[CH:38][CH:39]=[CH:40][CH:41]=1. Procedure: (R)-tert-Butyl 4-((1-(4′-cyano-5-(trifluoromethyl)biphenyl-3-yl)ethoxy)methyl)-4-phenylpiperidine-1-carboxylate (10 mg, 0.018 mmol) was dissolved in trifluoroacetic acid (33% in dichloromethane, 1.5 mL). The resulting solution was stirred at room temperature for 1 h and concentrated. The crude salt was loaded onto an SCX cartridge in methanol. The cartridge was flushed with several volumes of methanol which was discarded. The product was eluted with 2 M ammonia in methanol and concentrated to gi... Starting materials: NC=1C=CC(=NC1)C1=NNC(=NN1)C1=NC=CC=C1 (3-(5-aminopyridin-2-yl)-6-(pyridin-2-yl)-1,4-dihydro-1,2,4,5-tetrazine), ClC=1C(C(=C(C(C1Cl)=O)C#N)C#N)=O (2,3-dichloro-5,6-dicyanobenzoquinone). The solvent is C1(=CC=CC=C1)C (toluene). Run at time 12 hour. Product: NC=1C=CC(=NC1)C=1N=NC(=NN1)C1=NC=CC=C1 (3-(5-Aminopyridin-2-yl)-6-(pyridin-2-yl)-1,2,4,5-tetrazine). Isolated yield 81.6%. Reaction SMILES: [NH2:1][C:2]1[CH:3]=[CH:4][C:5]([C:8]2[NH:13][N:12]=[C:11]([C:14]3[CH:19]=[CH:18][CH:17]=[CH:16][N:15]=3)[NH:10][N:9]=2)=[N:6][CH:7]=1.ClC1C(=O)C(C#N)=C(C#N)C(=O)C=1Cl>C1(C)C=CC=CC=1>[NH2:1][C:2]1[CH:3]=[CH:4][C:5]([C:8]2[N:9]=[N:10][C:11]([C:14]3[CH:19]=[CH:18][CH:17]=[CH:16][N:15]=3)=[N:12][N:13]=2)=[N:6][CH:7]=1. Reported procedure: To a solution of 3-(5-aminopyridin-2-yl)-6-(pyridin-2-yl)-1,4-dihydro-1,2,4,5-tetrazine (0.950 g, 3.8 mmol) in anhydrous toluene (25 mL) under N2 was added 2,3-dichloro-5,6-dicyanobenzoquinone (1.7 g, 7.5 mmol). The reaction mixture was allowed to reflux and stir for 12 hr. The reaction mixture was concentrated under reduced pressure, and the crude residue was concentrated in vacuo onto deactivated silica gel and chromatographed using a gradient (0-100%) of acetone in hexanes to give 771 mg (3.1...